Dataset: the Open Reaction Database (ORD), a public repository of structured organic reaction records. Task: describe an organic reaction: reactants, conditions, products, and yield Reactants: CCOCC, ClCCl, COc1ccc2c(c1)CCCCN2C(=O)CN1C(=O)C(Cc2nn(C(=O)OC(C)(C)C)c3ccccc23)C(=O)N(c2ccccc2)c2ccccc21, O=C(O)C(F)(F)F. The product is COc1ccc2c(c1)CCCCN2C(=O)CN1C(=O)C(Cc2n[nH]c3ccccc23)C(=O)N(c2ccccc2)c2ccccc21. RXN SMILES: [CH2:60]([O:61][CH2:62][CH3:63])[CH3:64].[CH2:65]([Cl:66])[Cl:67].[CH3:1][O:2][c:3]1[cH:4][cH:5][c:6]2[c:7]([cH:52]1)[CH2:8][CH2:9][CH2:10][CH2:11][N:12]2[C:13]([CH2:14][N:15]1[C:16](=[O:50])[CH:17]([CH2:33][c:34]2[n:35][n:36]([C:43]([O:44][C:45]([CH3:46])([CH3:47])[CH3:48])=[O:49])[c:37]3[cH:38][cH:39][cH:40][cH:41][c:42]23)[C:18](=[O:32])[N:19]([c:26]2[cH:27][cH:28][cH:29][cH:30][cH:31]2)[c:20]2[c:21]1[cH:22][cH:23][cH:24][cH:25]2)=[O:51].[OH:53][C:54]([C:55]([F:56])([F:57])[F:58])=[O:59]>>[CH3:1][O:2][c:3]1[cH:4][cH:5][c:6]2[c:7]([cH:52]1)[CH2:8][CH2:9][CH2:10][CH2:11][N:12]2[C:13]([CH2:14][N:15]1[C:16](=[O:50])[CH:17]([CH2:33][c:34]2[n:35][nH:36][c:37]3[cH:38][cH:39][cH:40][cH:41][c:42]23)[C:18](=[O:32])[N:19]([c:26]2[cH:27][cH:28][cH:29][cH:30][cH:31]2)[c:20]2[c:21]1[cH:22][cH:23][cH:24][cH:25]2)=[O:51]. The solvent is O1CCOCC1 (dioxane). Reaction SMILES: Cl[C:2]1[C:3](=[O:10])[N:4]([CH3:9])[CH:5]=[C:6]([Cl:8])[N:7]=1.[NH3:11]>O1CCOCC1>[NH2:11][C:2]1[C:3](=[O:10])[N:4]([CH3:9])[CH:5]=[C:6]([Cl:8])[N:7]=1. Procedure details: A solution of 3,5-dichloro-1-methyl-2(1H)-pyrazinone (7.16 g, 0.040 mol) in dioxane (120 mL) was treated with a concentrated aqueous solution of ammonia (28%, 16 mL, 0.24 mol). After stirring at room temperature for three days a suspension of solid had formed. The solid was collected, rinsed with a little water, ether, and hexanes and air dried. The product, 3-amino-5-chloro-1-methyl-2(1H)-pyrazinone, was obtained as a white crystalline powder (4.81 g) melting above 250° C. Conditions: time 3 day. Yields the product NC=1C(N(C=C(N1)Cl)C)=O (3-amino-5-chloro-1-methyl-2(1H)-pyrazinone), powder. The reactants are ClC=1C(N(C=C(N1)Cl)C)=O (3,5-dichloro-1-methyl-2(1H)-pyrazinone), N (ammonia). The reactants are COC(=O)c1cnc(Oc2ccc(C(C)C(O)(c3ccc4c(c3)N(C)C(=O)CO4)C(F)(F)F)c(Cl)c2)cn1, Cl, [Na+], C1CCOC1, [OH-], O. Product: CC(c1ccc(Oc2cnc(C(=O)O)cn2)cc1Cl)C(O)(c1ccc2c(c1)N(C)C(=O)CO2)C(F)(F)F. Reaction SMILES: [CH3:1][O:2][C:3](=[O:4])[c:5]1[n:6][cH:7][c:8]([O:11][c:12]2[cH:13][c:14]([Cl:38])[c:15]([CH:18]([C:19]([C:20]([F:21])([F:22])[F:23])([c:24]3[cH:25][cH:26][c:27]4[c:28]([cH:35]3)[N:29]([CH3:34])[C:30](=[O:33])[CH2:31][O:32]4)[OH:36])[CH3:37])[cH:16][cH:17]2)[n:9][cH:10]1.[ClH:42].[Na+:40].[O:43]1[CH2:44][CH2:45][CH2:46][CH2:47]1.[OH-:39].[OH2:41]>>[O:2]=[C:3]([OH:4])[c:5]1[n:6][cH:7][c:8]([O:11][c:12]2[cH:13][c:14]([Cl:38])[c:15]([CH:18]([C:19]([C:20]([F:21])([F:22])[F:23])([c:24]3[cH:25][cH:26][c:27]4[c:28]([cH:35]3)[N:29]([CH3:34])[C:30](=[O:33])[CH2:31][O:32]4)[OH:36])[CH3:37])[cH:16][cH:17]2)[n:9][cH:10]1. Reported procedure: To a stirred mixture of 18.3 g (162 mM) of creatinine in 120 ml of anhydrous DMF was added a solution of 17.2 g (162 mM) of 3-furanyl isocyanate in 80 ml of toluene. After stirring the mixture for 3 hrs. at 65° C., the mixture was partially concentrated under vacuum and the residue poured into 1200 ml of water. The resulting precipitate was collected, washed with water and recrystallized from ethyl acetate. The solid was then chromatographed over silica gel using ethyl acetate as the eluant and ... The solvent is CN(C)C=O (DMF), C1(=CC=CC=C1)C (toluene). Conditions: time 3 hour. Yields the product O1C=C(C=C1)NC(=O)N=C1N(CC(N1)=O)C (1-(3-Furanyl)-3-(tetrahydro-1-methyl-4-oxo-1H-imidazol-2-ylidene) urea). Isolated yield 1.4%. Starting materials: CN1CC(=O)N=C1N (creatinine), O1C=C(C=C1)N=C=O (3-furanyl isocyanate). Reaction SMILES: [CH3:1][N:2]1[C:7]([NH2:8])=[N:6][C:4](=[O:5])[CH2:3]1.[O:9]1[CH:13]=[CH:12][C:11]([N:14]=[C:15]=[O:16])=[CH:10]1>CN(C=O)C.C1(C)C=CC=CC=1>[O:9]1[CH:13]=[CH:12][C:11]([NH:14][C:15]([N:8]=[C:7]2[NH:6][C:4](=[O:5])[CH2:3][N:2]2[CH3:1])=[O:16])=[CH:10]1. The reactants are CC#N, FC(F)(F)c1cc(N=C=S)cc(C(F)(F)F)c1, Nc1ccc(NC(=O)c2csnn2)cc1. Yields the product O=C(Nc1ccc(NC(=S)Nc2cc(C(F)(F)F)cc(C(F)(F)F)c2)cc1)c1csnn1. As a reaction SMILES: [CH3:33][C:34]#[N:35].[N:16](=[C:17]=[S:18])[c:19]1[cH:20][c:21]([C:29]([F:30])([F:31])[F:32])[cH:22][c:23]([C:25]([F:26])([F:27])[F:28])[cH:24]1.[NH2:1][c:2]1[cH:3][cH:4][c:5]([NH:8][C:9](=[O:10])[c:11]2[n:12][n:13][s:14][cH:15]2)[cH:6][cH:7]1>>[NH:1]([c:2]1[cH:3][cH:4][c:5]([NH:8][C:9](=[O:10])[c:11]2[n:12][n:13][s:14][cH:15]2)[cH:6][cH:7]1)[C:17]([NH:16][c:19]1[cH:20][c:21]([C:29]([F:30])([F:31])[F:32])[cH:22][c:23]([C:25]([F:26])([F:27])[F:28])[cH:24]1)=[S:18]. As a reaction SMILES: [CH3:1][NH:2][C:3]1[CH:4]=[N:5][CH:6]=[CH:7][C:8]=1[C:9]1[CH:14]=[CH:13][CH:12]=[CH:11][C:10]=1[CH3:15].[CH3:16][S:17]([C:20]1[CH:21]=[C:22]([CH:26]=[C:27]([C:29]([F:32])([F:31])[F:30])[CH:28]=1)[C:23]([OH:25])=O)(=[O:19])=[O:18]>>[CH3:16][S:17]([C:20]1[CH:21]=[C:22]([CH:26]=[C:27]([C:29]([F:32])([F:31])[F:30])[CH:28]=1)[C:23]([N:2]([CH3:1])[C:3]1[CH:4]=[N:5][CH:6]=[CH:7][C:8]=1[C:9]1[CH:14]=[CH:13][CH:12]=[CH:11][C:10]=1[CH3:15])=[O:25])(=[O:18])=[O:19]. Reactants: CNC=1C=NC=CC1C1=C(C=CC=C1)C (N-methyl-4-o-tolylpyridin-3-amine), CS(=O)(=O)C=1C=C(C(=O)O)C=C(C1)C(F)(F)F (3-methanesulfonyl-5-trifluoromethyl-benzoic acid). Procedure details: The title compound was prepared in analogy to example 90, from N-methyl-4-o-tolylpyridin-3-amine (example 1, intermediate a) and 3-methanesulfonyl-5-trifluoromethyl-benzoic acid (example 114, intermediate a) after a reaction time of 64 hours. The compound was purified by two silica gel chromatographies on a 10 g column using a MPLC system eluting with a gradient of n-heptane:EtOAc (100:0 to 0:100). Light brown foam (30%). MS (ESI): m/z=449.11 [M+H]+. Yields the product CS(=O)(=O)C=1C=C(C(=O)N(C=2C=NC=CC2C2=C(C=CC=C2)C)C)C=C(C1)C(F)(F)F (3-Methanesulfonyl-N-methyl-N-(4-o-tolyl-pyridin-3-yl)-5-trifluoromethyl-benzamide). Starting materials: ClC=1C=C(C=CC1)C1=CN=C2N1N=C(C=C2)N[C@@H]2CC[C@H](CC2)N (trans-N1-(3-(3-chlorophenyl)imidazo[1,2-b]pyridazin-6-yl)cyclohexane-1,4-diamine), C(=O)OCC (ethyl formate), 8-83. Run in CN(C)C=O (DMF). Run at temperature 90 celsius. Product: ClC=1C=C(C=CC1)C1=CN=C2N1N=C(C=C2)N[C@@H]2CC[C@H](CC2)NC=O (N-(trans-4-((3-(3-chlorophenyl)imidazo[1,2-b]pyridazin-6-yl)amino)cyclohexyl)formamide). RXN SMILES: [Cl:1][C:2]1[CH:3]=[C:4]([C:8]2[N:12]3[N:13]=[C:14]([NH:17][C@H:18]4[CH2:23][CH2:22][C@H:21]([NH2:24])[CH2:20][CH2:19]4)[CH:15]=[CH:16][C:11]3=[N:10][CH:9]=2)[CH:5]=[CH:6][CH:7]=1.[CH:25](OCC)=[O:26]>CN(C=O)C>[Cl:1][C:2]1[CH:3]=[C:4]([C:8]2[N:12]3[N:13]=[C:14]([NH:17][C@H:18]4[CH2:23][CH2:22][C@H:21]([NH:24][CH:25]=[O:26])[CH2:20][CH2:19]4)[CH:15]=[CH:16][C:11]3=[N:10][CH:9]=2)[CH:5]=[CH:6][CH:7]=1. Procedure details: A mixture of trans-N1-(3-(3-chlorophenyl)imidazo[1,2-b]pyridazin-6-yl)cyclohexane-1,4-diamine (50 mg, 0.146 mmol) and ethyl formate (0.37 mL) in DMF (1.2 mL) was heated at 90° C. for 6 h. LCMS showed the reaction was complete. The mixture was concentrated in vacuo and purified b prep-HPLC to give EX. 8-83 (22 mg, 41%) as an off-white solid. Reactants: CN(OC)C(=O)C1=CC=C(C=C1)C(C(CN1N=CN=C1)(O)C1=C(C=C(C=C1)F)F)=C (N,O-dimethyl-4-(2-[2,4-difluorophenyl]-2-hydroxy-1-[1,2,4-triazol-1-yl]-3-buten-3-yl) benzene hydroxamic acid), C(=O)[O-].[NH4+] (ammonium formate). The reagents and catalysts are [Pd] (palladium on charcoal). Run in O1CCCC1.C(C)O (tetrahydrofuran ethanol). The product is CN(OC)C(=O)C1=CC=C(C=C1)C(C(CN1N=CN=C1)(O)C1=C(C=C(C=C1)F)F)C (N,O-Dimethyl-4-(2-[2,4-difluorophenyl]-2-hydroxy-1-[1,2,4-triazol-1-yl]but-3-yl)benzene hydroxamic acid). Isolated yield 54.6%. RXN SMILES: [CH3:1][N:2]([C:5]([C:7]1[CH:12]=[CH:11][C:10]([C:13](=[CH2:30])[C:14]([C:22]2[CH:27]=[CH:26][C:25]([F:28])=[CH:24][C:23]=2[F:29])([OH:21])[CH2:15][N:16]2[CH:20]=[N:19][CH:18]=[N:17]2)=[CH:9][CH:8]=1)=[O:6])[O:3][CH3:4].C([O-])=O.[NH4+]>[Pd].O1CCCC1.C(O)C>[CH3:1][N:2]([C:5]([C:7]1[CH:8]=[CH:9][C:10]([CH:13]([CH3:30])[C:14]([C:22]2[CH:27]=[CH:26][C:25]([F:28])=[CH:24][C:23]=2[F:29])([OH:21])[CH2:15][N:16]2[CH:20]=[N:19][CH:18]=[N:17]2)=[CH:11][CH:12]=1)=[O:6])[O:3][CH3:4] |f:1.2,4.5|. Reported procedure: A mixture of N,O-dimethyl-4-(2-[2,4-difluorophenyl]-2-hydroxy-1-[1,2,4-triazol-1-yl]-3-buten-3-yl) benzene hydroxamic acid (0.9 g, 2.2 mmol-see Preparation 50), 10% palladium on charcoal (0.2 g) and ammonium formate (0.68 g, 11 mmol) was suspended in a tetrahydrofuran/ethanol (1:1, 40 ml) solution and heated under reflux for 3 hours. The cooled suspension was filtered through "Arbocel" and the filtrate was concentrated under reduced pressure. The residue was dissolved in ethyl acetate (50 ml) an... Starting materials: CC1=CC=C(CBr)C=C1 (4-methylbenzyl bromide), [OH-].[Na+] (sodium hydroxide), C(C=1C(O)=CC=CC1)(=[Se])[SeH] (diselenosalicylic acid), O (water), C([O-])([O-])=O.[Na+].[Na+] (sodium carbonate), S(=O)([O-])S(=O)[O-].[Na+].[Na+] (sodium dithionite), Cl (hydrochloric acid). Run in C(C)O (ethanol). The product is CC1=CC=C(C[Se]C2=C(C(=O)O)C=CC=C2)C=C1 (2-(4-Methylbenzylseleno)benzoic acid). As a reaction SMILES: [C:1]([SeH:10])(=[Se])[C:2]1[C:3](=[CH:5][CH:6]=[CH:7][CH:8]=1)O.[OH-:11].[Na+].[C:13](=O)([O-])[O-].[Na+].[Na+].S(S([O-])=O)([O-])=O.[Na+].[Na+].[CH3:27][C:28]1[CH:35]=[CH:34][C:31](CBr)=[CH:30][CH:29]=1.Cl.[OH2:37]>C(O)C>[CH3:13][C:6]1[CH:7]=[CH:8][C:2]([CH2:1][Se:10][C:29]2[CH:30]=[CH:31][CH:34]=[CH:35][C:28]=2[C:27]([OH:37])=[O:11])=[CH:3][CH:5]=1 |f:1.2,3.4.5,6.7.8|. Procedure details: To a suspension of 20.1 g (0.05 mol) diselenosalicylic acid in 20 ml water is added 15.0 g (0.375 mol) sodium hydroxide in one portion with stirring. After dissolution 39.75 g (0.375 mol) sodium carbonate and 23.9 g (0.1375 mol) sodium dithionite are added and the mixture is heated to reflux for 2 h, allowed to cool to room temperature and 30.1 g (0.1625 mol) 4-methylbenzyl bromide in 125 ml ethanol is added dropwise within 15 minutes, followed by stirring overnight. The reaction mixture is acid... Reactants: Br, ClC(Cl)(Cl)Cl, O=C(O)CCc1ccccc1. Product: O=C(O)CCc1ccc(CBr)cc1. RXN SMILES: [BrH:12].[Cl:13][C:14]([Cl:15])([Cl:16])[Cl:17].[c:1]1([CH2:7][CH2:8][C:9](=[O:10])[OH:11])[cH:2][cH:3][cH:4][cH:5][cH:6]1>>[c:1]1([CH2:7][CH2:8][C:9](=[O:10])[OH:11])[cH:2][cH:3][c:4]([CH2:14][Br:12])[cH:5][cH:6]1.